This data is from the Open Reaction Database (ORD), a public repository of structured organic reaction records. The task is: describe an organic reaction: reactants, conditions, products, and yield The reactants are CCCCCCCCCCCCCCNC(=O)C(N)CC(=O)OCc1ccccc1, ClCCl, CS(=O)(=O)NCCCCCC(=O)NCCCCCC(=O)O, C(=NC1CCCCC1)=NC1CCCCC1. Yields the product CCCCCCCCCCCCCCNC(=O)C(CC(=O)OCc1ccccc1)NC(=O)CCCCCNC(=O)CCCCCNS(C)(=O)=O. As a reaction SMILES: [CH2:1]([c:2]1[cH:3][cH:4][cH:5][cH:6][cH:7]1)[O:8][C:9]([CH2:10][CH:11]([C:12]([NH:13][CH2:14][CH2:15][CH2:16][CH2:17][CH2:18][CH2:19][CH2:20][CH2:21][CH2:22][CH2:23][CH2:24][CH2:25][CH2:26][CH3:27])=[O:28])[NH2:29])=[O:30].[CH2:67]([Cl:68])[Cl:69].[CH3:31][S:32](=[O:33])(=[O:34])[NH:35][CH2:36][CH2:37][CH2:38][CH2:39][CH2:40][C:41](=[O:42])[NH:43][CH2:44][CH2:45][CH2:46][CH2:47][CH2:48][C:49](=[O:50])[OH:51].[CH:52]1([N:53]=[C:54]=[N:55][CH:56]2[CH2:57][CH2:58][CH2:59][CH2:60][CH2:61]2)[CH2:62][CH2:63][CH2:64][CH2:65][CH2:66]1>>[CH2:1]([c:2]1[cH:3][cH:4][cH:5][cH:6][cH:7]1)[O:8][C:9]([CH2:10][CH:11]([C:12]([NH:13][CH2:14][CH2:15][CH2:16][CH2:17][CH2:18][CH2:19][CH2:20][CH2:21][CH2:22][CH2:23][CH2:24][CH2:25][CH2:26][CH3:27])=[O:28])[NH:29][C:49]([CH2:48][CH2:47][CH2:46][CH2:45][CH2:44][NH:43][C:41]([CH2:40][CH2:39][CH2:38][CH2:37][CH2:36][NH:35][S:32]([CH3:31])(=[O:33])=[O:34])=[O:42])=[O:50])=[O:30]. Reactants: sulfonamide, N1=CC=CC=C1 (pyridine), ( I ), ClC(=O)[O-] (chloroformate). Run in C1CCOC1 (THF). Yields the product C1CCC2=NCCCN2CC1 (DBU), desired compound ( 41 ). RXN SMILES: ClC([O-])=O.[N:5]1[CH:10]=[CH:9][CH:8]=[CH:7][CH:6]=1>C1COCC1>[CH2:8]1[CH2:9][CH2:10][N:5]2[C:10](=[N:5][CH2:6][CH2:7][CH2:8]2)[CH2:6][CH2:7]1. Procedure: Compounds of Formula (I) wherein R1 is --SO2NHCO2R24 may be prepared by reacting an appropriate chloroformate with the sulfonamide (29) in pyridine or in the presence of DBU in THF to afford the desired compound (41), as outlined in Scheme 11. ##STR99## The reactants are C(C)(=O)N1CCC2=CC(=CC=C12)C(C)=O (1-(1-acetyl-2,3-dihydro-1H-indol-5-yl)ethanone), COC(N(C)C)OC (N,N-dimethylformamide dimethylacetal). Conditions: temperature 110 celsius. Yields the product C(C)(=O)N1CCC2=CC(=CC=C12)C(\C=C\N(C)C)=O ((2E)-1-(1-acetyl-2,3-dihydro-1H-indol-5-yl)-3-(dimethylamino)prop-2-en-1-one). Isolated yield 97.0%. As a reaction SMILES: [C:1]([N:4]1[C:12]2[C:7](=[CH:8][C:9]([C:13](=[O:15])[CH3:14])=[CH:10][CH:11]=2)[CH2:6][CH2:5]1)(=[O:3])[CH3:2].CO[CH:18](OC)[N:19]([CH3:21])[CH3:20]>>[C:1]([N:4]1[C:12]2[C:7](=[CH:8][C:9]([C:13](=[O:15])/[CH:14]=[CH:18]/[N:19]([CH3:21])[CH3:20])=[CH:10][CH:11]=2)[CH2:6][CH2:5]1)(=[O:3])[CH3:2]. Procedure details: A mixture of 1-(1-acetyl-2,3-dihydro-1H-indol-5-yl)ethanone (6.0 g) and N,N-dimethylformamide dimethylacetal (14.2 g) was refluxed at 110° C. for 4 hours and evaporated in vacuo. The residue was triturated with diisopropylether, collected by filtration, and dried in vacuo to afford crude (2E)-1-(1-acetyl-2,3-dihydro-1H-indol-5-yl)-3-(dimethylamino)prop-2-en-1-one (7.4 g). To a solution of crude product in methanol (100 mL) were added guanidine hydrochloride (3.56 g) and potassium tert-butoxide (... Starting materials: ClC=1N=C(NC1C=1C=C(C(=O)OC)C=CC1C)COC (methyl 3-(4-chloro-2-(methoxymethyl)-1H-imidazol-5-yl)-4-methylbenzoate), N1(CCC1)CCC=1NC(=CN1)C=1C=C(C(=O)OC)C=CC1C (methyl 3-(2-(2-(azetidin-1-yl)ethyl)-1H-imidazol-5-yl)-4-methylbenzoate), N1(CCC1)CCC=1NC(=CN1)C=1C=C(C(=O)OC)C=CC1C (methyl 3-(2-(2-(azetidin-1-yl)ethyl)-1H-imidazol-5-yl)-4-methylbenzoate), COCC=1NC(=CN1)C=1C=C(C(=O)OC)C=CC1C (methyl 3-(2-(methoxymethyl)-1H-imidazol-5-yl)-4-methylbenzoate). Yields the product N1(CCC1)CCC=1NC(=C(N1)Cl)C=1C=C(C(=O)O)C=CC1C (3-(2-(2-(Azetidin-1-yl)ethyl)-4-chloro-1H-imidazol-5-yl)-4-methylbenzoic acid). As a reaction SMILES: [Cl:1][C:2]1[N:3]=[C:4]([CH2:18]OC)[NH:5][C:6]=1[C:7]1[CH:8]=[C:9]([CH:14]=[CH:15][C:16]=1[CH3:17])[C:10]([O:12]C)=[O:11].[N:21]1([CH2:25]CC2NC(C3C=C(C=CC=3C)C(OC)=O)=CN=2)[CH2:24][CH2:23][CH2:22]1.COCC1NC(C2C=C(C=CC=2C)C(OC)=O)=CN=1>>[N:21]1([CH2:25][CH2:18][C:4]2[NH:5][C:6]([C:7]3[CH:8]=[C:9]([CH:14]=[CH:15][C:16]=3[CH3:17])[C:10]([OH:12])=[O:11])=[C:2]([Cl:1])[N:3]=2)[CH2:24][CH2:23][CH2:22]1. Procedure: The title compound was prepared using standard chemical manipulations and procedures similar to those used for the preparation of compounds 27.4 and 27.5, except methyl 3-(2-(2-(azetidin-1-yl)ethyl)-1H-imidazol-5-yl)-4-methylbenzoate (compound 157.2) was used in place of methyl 3-(2-(methoxymethyl)-1H-imidazol-5-yl)-4-methylbenzoate (compound 27.3). Starting materials: CC(=O)NC1C(N)C=C(C(=O)O)OC1C(O)C(O)CO, CC(=O)Cl, CO, O, O, O. The product is COC(=O)C1=CC(N)C(NC(C)=O)C(C(O)C(O)CO)O1, Cl. As a reaction SMILES: [C:8]([CH3:9])(=[O:10])[NH:11][CH:12]1[CH:13]([CH:22]([CH:23]([CH2:24][OH:25])[OH:26])[OH:27])[O:14][C:15]([C:19](=[O:20])[OH:21])=[CH:16][CH:17]1[NH2:18].[CH3:1][C:2]([Cl:3])=[O:4].[CH3:28][OH:29].[OH2:5].[OH2:6].[OH2:7]>>[CH3:1][O:21][C:19]([C:15]1=[CH:16][CH:17]([NH2:18])[CH:12]([NH:11][C:8]([CH3:9])=[O:10])[CH:13]([CH:22]([CH:23]([CH2:24][OH:25])[OH:26])[OH:27])[O:14]1)=[O:20].[ClH:3]. Reactants: ClC=1C=C(C(=O)OO)C=CC1 (3-Chloroperoxybenzoic acid), C(C)C=1C=C(C=CC1[N+](=O)[O-])NC(C(=C)C)=O (N-(3-ethyl-4-nitrophenyl)-2-methylacrylamide), C(C)(C)(C)C1=C(C(=CC(=C1)C)C(C)(C)C)O (2,6-di-tert-butyl-4-methylphenol). Solvent: ClCCl (dichloromethane). Product: C(C)C=1C=C(C=CC1[N+](=O)[O-])NC(=O)C1(OC1)C (2-Methyloxirane-2-carboxylic acid (3-ethyl-4-nitrophenyl)amide). Reaction SMILES: ClC1C=C(C=CC=1)C(OO)=[O:6].[CH2:12]([C:14]1[CH:15]=[C:16]([NH:23][C:24](=[O:28])[C:25]([CH3:27])=[CH2:26])[CH:17]=[CH:18][C:19]=1[N+:20]([O-:22])=[O:21])[CH3:13].C(C1C=C(C)C=C(C(C)(C)C)C=1O)(C)(C)C>ClCCl>[CH2:12]([C:14]1[CH:15]=[C:16]([NH:23][C:24]([C:25]2([CH3:27])[CH2:26][O:6]2)=[O:28])[CH:17]=[CH:18][C:19]=1[N+:20]([O-:22])=[O:21])[CH3:13]. Procedure details: 3-Chloroperoxybenzoic acid (14.71 g, 0.08524 mol) was added in portions to the refluxing solution of N-(3-ethyl-4-nitrophenyl)-2-methylacrylamide (6.68 g, 0.02852 mol) and 2,6-di-tert-butyl-4-methylphenol (149 mg) in dichloromethane (180 ml). After refluxing for 5 h the reaction mixture was allowed to cool to room temperature. The precipitated 3-chlorobenzoic acid was filtered, and the filtrate was extracted three times with 1M Na2CO3 and water. The organic phase was dried over Na2SO4, filtered ... Reactants: ClC1=NC=CC2=CC(=CC=C12)S(=O)(=O)N(C=1SC=CN1)CC1=C(C=C(C=C1)OC)OC (1-chloro-N-(2,4-dimethoxybenzyl)-N-(thiazol-2-yl)isoquinoline-6-sulfonamide), ClC1=C(C=CC(=C1)C(F)(F)F)C1=C2C=CC(=CC2=CC=C1)S(=O)(=O)NC1=NC=NC=C1 (5-(2-chloro-4-(trifluoromethyl)phenyl)-N-(pyrimidin-4-yl)naphthalene-2-sulfonamide), C(#N)C1=C(C=CC(=C1)C(F)(F)F)C1=NC=CC2=CC(=CC=C12)S(=O)(=O)N(C=1SC=CN1)CC1=C(C=C(C=C1)OC)OC (1-(2-cyano-4-(trifluoromethyl)phenyl)-N-(2,4-dimethoxybenzyl)-N-(thiazol-2-yl)isoquinoline-6-sulfonamide). Yields the product C1(=CC=CC=C1)C1N(CCC1)C1=NC=CC2=CC(=CC=C12)S(=O)(=O)NC=1SC=CN1 (1-(2-PHENYLPYRROLIDIN-1-YL)-N-(THIAZOL-2-YL)ISOQUINOLINE-6-SULFONAMIDE). RXN SMILES: Cl[C:2]1[C:11]2[C:6](=[CH:7][C:8]([S:12]([N:15](CC3C=CC(OC)=CC=3OC)[C:16]3[S:17][CH:18]=[CH:19][N:20]=3)(=[O:14])=[O:13])=[CH:9][CH:10]=2)[CH:5]=[CH:4][N:3]=1.ClC1C=C(C(F)(F)F)C=CC=1C1C=CC=C2C=1C=CC(S(NC1C=CN=CN=1)(=O)=O)=C2.C(C1C=C(C(F)(F)F)C=C[C:66]=1[C:75]1[C:84]2[C:79](=[CH:80][C:81](S(N(CC3C=CC(OC)=CC=3OC)C3SC=CN=3)(=O)=O)=[CH:82][CH:83]=2)[CH:78]=[CH:77][N:76]=1)#N>>[C:84]1([CH:75]2[CH2:66][CH2:78][CH2:77][N:76]2[C:2]2[C:11]3[C:6](=[CH:7][C:8]([S:12]([NH:15][C:16]4[S:17][CH:18]=[CH:19][N:20]=4)(=[O:13])=[O:14])=[CH:9][CH:10]=3)[CH:5]=[CH:4][N:3]=2)[CH:83]=[CH:82][CH:81]=[CH:80][CH:79]=1. Reported procedure: Example 237 was synthesized in a similar manner to Example 236, except that 1-chloro-N-(2,4-dimethoxybenzyl)-N-(thiazol-2-yl)isoquinoline-6-sulfonamide (Intermediate OOO) was used instead of 1-chloro-N-(2,4-dimethoxybenzyl)-N-(1,2,4-thiadiazol-5-yl)isoquinoline-6-sulfonamide (Intermediate X). Isolated 1-(2-cyano-4-(trifluoromethyl)phenyl)-N-(2,4-dimethoxybenzyl)-N-(thiazol-2-yl)isoquinoline-6-sulfonamide as an off-white solid. 1H NMR (400 MHz, DMSO-d6) δ ppm=12.87 (br. s., 1H), 8.51 (br. s., 1H)... Reactants: C1(=CC=CC=C1)COC[C@H](N)C(=O)O (O-phenylmethyl-L-serine), C(C)(=O)OC(C)(C)C (t-butyl acetate), Cl(=O)(=O)(=O)O (perchloric acid), C(=O)([O-])[O-].[Na+].[Na+] (Na2CO3). The solvent is CCOCC (Et2O). Conditions: temperature 250 celsius, time 72 hour. Product: CC(C)(C)OC([C@@H](N)COCC1=CC=CC=C1)=O (O-Phenylmethyl-L-serine 1,1-dimethylethylester). Isolated yield 83.0%. As a reaction SMILES: [C:1]1([CH2:7][O:8][CH2:9][C@@H:10]([C:12]([OH:14])=[O:13])[NH2:11])[CH:6]=[CH:5][CH:4]=[CH:3][CH:2]=1.C(O[C:19]([CH3:22])([CH3:21])[CH3:20])(=O)C.Cl(O)(=O)(=O)=O.C([O-])([O-])=O.[Na+].[Na+]>CCOCC>[CH3:20][C:19]([O:13][C:12](=[O:14])[C@H:10]([CH2:9][O:8][CH2:7][C:1]1[CH:2]=[CH:3][CH:4]=[CH:5][CH:6]=1)[NH2:11])([CH3:22])[CH3:21] |f:3.4.5|. Procedure details: To a suspension of O-phenylmethyl-L-serine (50 g; 0.26 mol) in t-butyl acetate (1000 mL; 7.49 mol) 70% perchloric acid was added (50 mL; 0.58 mol). The solution was maintained under stirring for 72 h at 250° C. under inert atmosphere. The reaction mixture was diluted with Et2O (300 mL), then a 10% Na2CO3 aqueous solution was slowly added until pH 9 was reached. The organic layer was separated, dried over Na2SO4 and concentrated. The residual t-butyl acetate was distilled under reduced pressure (...